This data is from the Open Reaction Database (ORD), a public repository of structured organic reaction records. The task is: describe an organic reaction: reactants, conditions, products, and yield The reactants are C1CCNC1, Cc1ccccc1, O=C1CCC2(CC1)OCCO2, c1c[nH]nn1. Yields the product c1cn(C2(N3CCCC3)CCC3(CC2)OCCO3)nn1. Reaction SMILES: [CH2:1]1[CH2:2][CH2:3][NH:4][CH2:5]1.[CH3:22][c:23]1[cH:24][cH:25][cH:26][cH:27][cH:28]1.[O:11]1[CH2:12][CH2:13][O:14][C:15]12[CH2:16][CH2:17][C:18](=[O:21])[CH2:19][CH2:20]2.[nH:6]1[n:7][n:8][cH:9][cH:10]1>>[CH2:1]1[CH2:2][CH2:3][N:4]([C:18]2([n:6]3[n:7][n:8][cH:9][cH:10]3)[CH2:17][CH2:16][C:15]3([O:11][CH2:12][CH2:13][O:14]3)[CH2:20][CH2:19]2)[CH2:5]1. Procedure: A solution of bromine (0.114 ml.) in acetic acid (2 ml.) was added dropwise to a stirred solution of 11-(17β-acetoxy-3-oxo-oestra-4-en-7α-yl)undecanoic acid (Example 2; 0.5 g.) in a mixture of diethyl ether (5 ml.) and acetic acid (2 ml.) which was cooled to 15° C. and the mixture was stirred at that temperature for 30 minutes and then poured into water (50 ml.). The mixture was extracted three times with methylene chloride (30 ml. each time) and the combined extracts were washed with water, dri... Run at temperature 15 celsius, time 30 minute. RXN SMILES: BrBr.[C:3]([O:6][C@H:7]1[CH2:12][CH2:11][C@H:10]2[C@H:13]3[C@H:22]([CH2:23][CH2:24][C@:8]12[CH3:9])[C@@H:21]1[C:16](=[CH:17][C:18](=[O:25])[CH2:19][CH2:20]1)[CH2:15][C@H:14]3[CH2:26][CH2:27][CH2:28][CH2:29][CH2:30][CH2:31][CH2:32][CH2:33][CH2:34][CH2:35][C:36]([OH:38])=[O:37])(=[O:5])[CH3:4].O>C(O)(=O)C.C(OCC)C>[C:3]([O:6][C@H:7]1[CH2:12][CH2:11][C@H:10]2[C@H:13]3[C@H:22]([CH2:23][CH2:24][C@:8]12[CH3:9])[C:21]1[CH:20]=[CH:19][C:18]([OH:25])=[CH:17][C:16]=1[CH:15]=[C:14]3[CH2:26][CH2:27][CH2:28][CH2:29][CH2:30][CH2:31][CH2:32][CH2:33][CH2:34][CH2:35][C:36]([OH:38])=[O:37])(=[O:5])[CH3:4]. The solvent is C(C)(=O)O (acetic acid), C(C)OCC (diethyl ether), C(C)(=O)O (acetic acid). Reactants: BrBr (bromine), C(C)(=O)O[C@@H]1[C@]2(C)[C@@H](CC1)[C@@H]1[C@@H](CC3=CC(CC[C@@H]3[C@H]1CC2)=O)CCCCCCCCCCC(=O)O (11-(17β-acetoxy-3-oxo-oestra-4-en-7α-yl)undecanoic acid), O (water). Product: C(C)(=O)O[C@@H]1[C@]2(C)[C@@H](CC1)[C@@H]1C(=CC=3C=C(C=CC3[C@H]1CC2)O)CCCCCCCCCCC(=O)O (11-(17β-acetoxy-3-hydroxyoestra-1,3,5(10),6-tetraen-7-yl)undecanoic acid). The reactants are COC(COC1=CC=C(C=2NC3=CC=CC(=C3C12)C(N)=O)Cl)=O ([5-carbamoyl-1-chlorocarbazol-4-yl]oxyacetic acid methyl ester), [H-].[Na+] (sodium hydride), Cl (HCl), C(C1=CC=CC=C1)Br (Benzyl bromide). The solvent is CN(C=O)C (dimethylformamide), CN(C=O)C (dimethylformamide), O (water). Conditions: time 15 minute. The product is COC(COC1=CC=C(C=2N(C3=CC=CC(=C3C12)C(N)=O)CC1=CC=CC=C1)Cl)=O ([9-benzyl-5-carbamoyl-1-chlorocarbazol-4-yl]oxyacetic acid methyl ester). RXN SMILES: [CH3:1][O:2][C:3](=[O:23])[CH2:4][O:5][C:6]1[C:18]2[C:17]3[C:12](=[CH:13][CH:14]=[CH:15][C:16]=3[C:19](=[O:21])[NH2:20])[NH:11][C:10]=2[C:9]([Cl:22])=[CH:8][CH:7]=1.[H-].[Na+].[CH2:26](Br)[C:27]1[CH:32]=[CH:31][CH:30]=[CH:29][CH:28]=1.Cl>CN(C)C=O.O>[CH3:1][O:2][C:3](=[O:23])[CH2:4][O:5][C:6]1[C:18]2[C:17]3[C:12](=[CH:13][CH:14]=[CH:15][C:16]=3[C:19](=[O:21])[NH2:20])[N:11]([CH2:26][C:27]3[CH:32]=[CH:31][CH:30]=[CH:29][CH:28]=3)[C:10]=2[C:9]([Cl:22])=[CH:8][CH:7]=1 |f:1.2|. Reported procedure: A solution of 78 mg of [5-carbamoyl-1-chlorocarbazol-4-yl]oxyacetic acid methyl ester in 0.8 ml of dry dimethylformamide was added to 10 mg sodium hydride (60% in mineral oil) in 0.2 ml of dimethylformamide and stirred for 15 minutes. Benzyl bromide (0.031 ml) was then added and the reaction was stirred overnight. The reaction mixture was poured into water and acidified with 1 ml of 1 N HCl solution and extracted twice with ethyl acetate. The extracts were washed with water (3×) and then with br... Starting materials: C(C)(C)(C)OC(CCOCCOCCOCCOCCOCCOCCC(=O)OC(C)(C)C)=O (3-{2-[2-(2-{2-[2-(2-tert-Butoxycarbonyl-ethoxy)-ethoxy]-ethoxy}-ethoxy)-ethoxy]-ethoxy}-propionic acid tert-butyl ester), FC(C(=O)O)(F)F (trifluoroacetic acid). Solvent: C1(=CC=CC=C1)OC (anisole). Yields the product C(=O)(O)CCOCCOCCOCCOCCOCCOCCC(=O)O (3-{2-[2-(2-{2-[2-(2-Carboxy-ethoxy)-ethoxy]-ethoxy}-ethoxy)-ethoxy]-ethoxy}-propionic acid). RXN SMILES: C([O:5][C:6](=[O:34])[CH2:7][CH2:8][O:9][CH2:10][CH2:11][O:12][CH2:13][CH2:14][O:15][CH2:16][CH2:17][O:18][CH2:19][CH2:20][O:21][CH2:22][CH2:23][O:24][CH2:25][CH2:26][C:27]([O:29]C(C)(C)C)=[O:28])(C)(C)C.FC(F)(F)C(O)=O>C1(OC)C=CC=CC=1>[C:6]([CH2:7][CH2:8][O:9][CH2:10][CH2:11][O:12][CH2:13][CH2:14][O:15][CH2:16][CH2:17][O:18][CH2:19][CH2:20][O:21][CH2:22][CH2:23][O:24][CH2:25][CH2:26][C:27]([OH:29])=[O:28])([OH:34])=[O:5]. Procedure details: A solution of 3-{2-[2-(2-{2-[2-(2-tert-Butoxycarbonyl-ethoxy)-ethoxy]-ethoxy}-ethoxy)-ethoxy]-ethoxy}-propionic acid tert-butyl ester (6 g, 18.6 mmol) in anisole (20 ml) was cooled in an ice bath and trifluoroacetic acid (65 g) was added. After 3 hrs at RT volatiles were removed under reduced pressure and the residue was partitioned between ethyl acetate (50 ml) and 5% sodium bicarbonate solution. The aqueous layer was acidified with 1 N HCl, saturated with NaCl and then extracted with ethyl ace...